From a dataset of the Open Reaction Database (ORD), a public repository of structured organic reaction records. describe an organic reaction: reactants, conditions, products, and yield The reactants are CN(C)CCCCCCCCC1=CC=CC=C1 (N,N-dimethyl-8-phenyloctylamine), CI (methyl iodide), C(C)(=O)OCC (ethyl acetate). The solvent is CO (methanol). Conditions: time 6.5 hour. The product is [I-].C[N+](C)(C)CCCCCCCCC1=CC=CC=C1 (N,N,N-Trimethyl-8-phenyloctylammonium iodide). As a reaction SMILES: [CH3:1][N:2]([CH2:4][CH2:5][CH2:6][CH2:7][CH2:8][CH2:9][CH2:10][CH2:11][C:12]1[CH:17]=[CH:16][CH:15]=[CH:14][CH:13]=1)[CH3:3].C[I:19].[C:20](OCC)(=O)C>CO>[I-:19].[CH3:1][N+:2]([CH2:4][CH2:5][CH2:6][CH2:7][CH2:8][CH2:9][CH2:10][CH2:11][C:12]1[CH:13]=[CH:14][CH:15]=[CH:16][CH:17]=1)([CH3:20])[CH3:3] |f:4.5|. Reported procedure: To a solution of 193 mg of N,N-dimethyl-8-phenyloctylamine in 1.5 ml of absolute methanol, were added dropwise 258 μl of methyl iodide, and the mixture was stirred at a room temperature for 6.5 hours. After adding 3 ml of ethyl acetate, the mixture was stirred with ice-cooling for 30 minutes. Resulting crystal was filtered, washed with ethyl acetate, and dried under a reduced pressure to obtain 238 mg of the title compound as a colorless crystal. Reactants: CC(C)(C)OC(=O)N1CCCC(NCc2cc(C(C)(F)F)ccc2OC(F)(F)F)C1c1ccccc1, COc1ccc(C(F)(F)C(F)(F)F)cc1C=O, CC(C)(C)OC(=O)N1CCCC(N)C1c1ccccc1. Product: COc1ccc(C(F)(F)C(F)(F)F)cc1CNC1CCCN(C(=O)OC(C)(C)C)C1c1ccccc1. As a reaction SMILES: [C:38]([O:39][C:40]([N:41]1[CH2:42][CH2:43][CH2:44][CH:45]([NH:46][CH2:47][c:48]2[cH:49][c:50]([C:51]([F:52])([F:53])[CH3:54])[cH:55][cH:56][c:57]2[O:58][C:59]([F:60])([F:61])[F:62])[CH:63]1[c:64]1[cH:65][cH:66][cH:67][cH:68][cH:69]1)=[O:70])([CH3:71])([CH3:72])[CH3:73].[CH3:21][O:22][c:23]1[c:24]([CH:25]=[O:26])[cH:27][c:28]([C:31]([C:32]([F:33])([F:34])[F:35])([F:36])[F:37])[cH:29][cH:30]1.[NH2:1][CH:2]1[CH:3]([c:15]2[cH:16][cH:17][cH:18][cH:19][cH:20]2)[N:4]([C:8](=[O:9])[O:10][C:11]([CH3:12])([CH3:13])[CH3:14])[CH2:5][CH2:6][CH2:7]1>>[NH:1]([CH:2]1[CH:3]([c:15]2[cH:16][cH:17][cH:18][cH:19][cH:20]2)[N:4]([C:8](=[O:9])[O:10][C:11]([CH3:12])([CH3:13])[CH3:14])[CH2:5][CH2:6][CH2:7]1)[CH2:25][c:24]1[c:23]([O:22][CH3:21])[cH:30][cH:29][c:28]([C:31]([C:32]([F:33])([F:34])[F:35])([F:36])[F:37])[cH:27]1. Reactants: CCCc1nc(CNC(=O)OCC)sc1Cc1ccc([N+](=O)[O-])cc1, CCO. Yields the product CCCc1nc(CNC(=O)OCC)sc1Cc1ccc(N)cc1. As a reaction SMILES: [CH2:1]([CH3:2])[O:3][C:4](=[O:5])[NH:6][CH2:7][c:8]1[s:9][c:10]([CH2:16][c:17]2[cH:18][cH:19][c:20]([N+:23]([O-:24])=[O:25])[cH:21][cH:22]2)[c:11]([CH2:13][CH2:14][CH3:15])[n:12]1.[CH3:26][CH2:27][OH:28]>>[CH2:1]([CH3:2])[O:3][C:4](=[O:5])[NH:6][CH2:7][c:8]1[s:9][c:10]([CH2:16][c:17]2[cH:18][cH:19][c:20]([NH2:23])[cH:21][cH:22]2)[c:11]([CH2:13][CH2:14][CH3:15])[n:12]1. Starting materials: O=C([O-])[O-], CCOC(C)=O, Cl, [Cs+], [Cs+], [Cu]I, Cc1onc(-c2ccccc2)c1-c1cn2cc(I)ccc2n1, NC(=O)c1ccccc1, CN(C)C=O, O. Yields the product Cc1onc(-c2ccccc2)c1-c1cn2cc(NC(=O)c3ccccc3)ccc2n1. As a reaction SMILES: [C:32](=[O:33])([O-:34])[O-:35].[CH3:45][CH2:46][O:47][C:48](=[O:49])[CH3:50].[ClH:44].[Cs+:36].[Cs+:37].[Cu:51][I:52].[I:1][c:2]1[cH:3][cH:4][c:5]2[n:6]([cH:7]1)[cH:8][c:9](-[c:11]1[c:12](-[c:17]3[cH:18][cH:19][cH:20][cH:21][cH:22]3)[n:13][o:14][c:15]1[CH3:16])[n:10]2.[NH2:23][C:24](=[O:25])[c:26]1[cH:27][cH:28][cH:29][cH:30][cH:31]1.[O:39]=[CH:40][N:41]([CH3:42])[CH3:43].[OH2:38]>>[c:2]1([NH:23][C:24](=[O:25])[c:26]2[cH:27][cH:28][cH:29][cH:30][cH:31]2)[cH:3][cH:4][c:5]2[n:6]([cH:7]1)[cH:8][c:9](-[c:11]1[c:12](-[c:17]3[cH:18][cH:19][cH:20][cH:21][cH:22]3)[n:13][o:14][c:15]1[CH3:16])[n:10]2. The reactants are S=C1NC(C=2C=NN3C(=CCN1C32)C3=CC(=CC=C3)C(F)(F)F)=O (4,5-Dihydro-5-thioxo-8-[3-(trifluoromethyl)phenyl]3H,6H-1,4,5a,8a-tetraazaacenaphthylen-3-one), [OH-].[Na+] (sodium hydroxide), C(C(C)C)N (isobutylamine), OO (hydrogen peroxide). The solvent is CN(C=O)C (N,N-dimethylformamide). Reaction conditions: temperature 0 celsius, time 30 minute. Product: CC(CC1=NC(C=2C=NN3C(=CCN1C32)C3=CC(=CC=C3)C(F)(F)F)=O)C (5-(2-Methylpropyl)-8-[3-(trifluoromethyl)phenyl]-3H,6H-1,4,5a,8a-tetraazaacenaphthylen-3-one). Reaction SMILES: S=[C:2]1[N:12]2[C:13]3[N:8]([C:9]([C:14]4[CH:19]=[CH:18][CH:17]=[C:16]([C:20]([F:23])([F:22])[F:21])[CH:15]=4)=[CH:10][CH2:11]2)[N:7]=[CH:6][C:5]=3[C:4](=[O:24])[NH:3]1.[OH-].[Na+].OO.[CH2:29](N)[CH:30]([CH3:32])[CH3:31]>CN(C)C=O>[CH3:29][CH:30]([CH3:32])[CH2:31][C:2]1[N:12]2[C:13]3[N:8]([C:9]([C:14]4[CH:19]=[CH:18][CH:17]=[C:16]([C:20]([F:23])([F:22])[F:21])[CH:15]=4)=[CH:10][CH2:11]2)[N:7]=[CH:6][C:5]=3[C:4](=[O:24])[N:3]=1 |f:1.2|. Procedure details: To a solution of 500 mg of 4,5-dihydro-5-thioxo-8-[3-(trifluoromethyl)phenyl]-3H,6H-1,4,5a,8a-tetraazaacenaphthylen-3-one (prepared as described in Example 8) in 10.0 ml of N,N-dimethylformamide was added 1.5 ml of 1N sodium hydroxide. The reaction mixture was cooled to 0° C. in an ice bath, then 0.5 ml of 30% hydrogen peroxide was added to the mixture dropwise. The reaction mixture was stirred at 0° C. for 30 minutes, then 1.0 ml of isobutylamine was added in one portion and the mixture was all... Starting materials: O=C1[C@H](N(C=CN1)S(=O)(=O)C1=CC=C(C)C=C1)CC(=O)O ((R)-2-(3-Oxo-1-tosyl-1,2,3,4-tetrahydropyrazin-2-yl)acetic acid), N1(CCCCC1)C(C)C=1C=C2CCC[C@H](C2=CC1)NC(OC(C)(C)C)=O (tert-butyl(R)-6-(1-(piperidin-1-yl)ethyl)-1,2,3,4-tetrahydro-naphthalen-1-ylcarbamate), CCN=C=NCCCN(C)C (EDCI), C=1C=CC2=C(C1)N=NN2O (HOBT). The solvent is CN(C)C=O (DMF). Run at time 8 hour. Yields the product O=C1[C@H](N(C=CN1)S(=O)(=O)C1=CC=C(C)C=C1)CC(=O)N[C@@H]1CCCC2=CC(=CC=C12)C(C)N1CCCCC1 (2-((R)-3-oxo-1-tosyl-1,2,3,4-tetrahydropyrazin-2-yl)-N—((R)-6-(1-(piperidin-1-yl)ethyl)-1,2,3,4-tetrahydronaphthalen-1-yl)acetamide). Reaction SMILES: [O:1]=[C:2]1[NH:7][CH:6]=[CH:5][N:4]([S:8]([C:11]2[CH:17]=[CH:16][C:14]([CH3:15])=[CH:13][CH:12]=2)(=[O:10])=[O:9])[C@@H:3]1[CH2:18][C:19](O)=[O:20].[N:22]1([CH:28]([C:30]2[CH:31]=[C:32]3[C:37](=[CH:38][CH:39]=2)[C@H:36]([NH:40]C(=O)OC(C)(C)C)[CH2:35][CH2:34][CH2:33]3)[CH3:29])[CH2:27][CH2:26][CH2:25][CH2:24][CH2:23]1.CCN=C=NCCCN(C)C.C1C=CC2N(O)N=NC=2C=1>CN(C=O)C>[O:1]=[C:2]1[NH:7][CH:6]=[CH:5][N:4]([S:8]([C:11]2[CH:17]=[CH:16][C:14]([CH3:15])=[CH:13][CH:12]=2)(=[O:9])=[O:10])[C@@H:3]1[CH2:18][C:19]([NH:40][C@H:36]1[C:37]2[C:32](=[CH:31][C:30]([CH:28]([N:22]3[CH2:27][CH2:26][CH2:25][CH2:24][CH2:23]3)[CH3:29])=[CH:39][CH:38]=2)[CH2:33][CH2:34][CH2:35]1)=[O:20]. Reported procedure: (R)-2-(3-Oxo-1-tosyl-1,2,3,4-tetrahydropyrazin-2-yl)acetic acid (140 mg) and (1R)-6-(1-(piperidin-1-yl)ethyl)-1,2,3,4-tetrahydronaphthalen-1-amine (122 mg, prepared in Example 12) are combined in 2 mL of DMF, then EDCI (112 mg) and HOBT (79 mg) are added and the mix is stirred under nitrogen overnight. Next the mix was quenched with sat. sodium bicarb., extracted with ethyl acetate, washed with brine, washed with water, dried with sodium sulfate, and concentrated. The compound was then purified ...